Dataset: the Open Reaction Database (ORD), a public repository of structured organic reaction records. Task: describe an organic reaction: reactants, conditions, products, and yield Starting materials: O=C([O-])[O-], Fc1ccc(S)cc1F, CI, [K+], [K+], CN(C)C=O, O. The product is CSc1ccc(F)c(F)c1. As a reaction SMILES: [C:12](=[O:13])([O-:14])[O-:15].[F:3][c:4]1[cH:5][c:6]([SH:11])[cH:7][cH:8][c:9]1[F:10].[I:1][CH3:2].[K+:16].[K+:17].[O:18]=[CH:19][N:20]([CH3:21])[CH3:22].[OH2:23]>>[F:3][c:4]1[cH:5][c:6]([S:11][CH3:12])[cH:7][cH:8][c:9]1[F:10]. The reactants are C(C)(C)(C)OC(=O)N1C[C@@H]([C@H](CC1)C1=CC=C(C=C1)OCCCOCC1=C(C=CC=C1)OC)OCC1=CC=C2CCCN(C2=C1)CCOS(=O)(=O)C ((3R,4R)-3-[1-(2-methanesulfonyloxy-ethyl)-1,2,3,4-tetrahydro-quinolin-7-ylmethoxy]-4-[4-[3-(2-methoxy-benzyloxy)-propoxy]-phenyl]-piperidine-1-carboxylic acid tert-butyl ester), CN (methylamine). Yields the product C(C)(C)(C)OC(=O)N1C[C@@H]([C@H](CC1)C1=CC=C(C=C1)OCCCOCC1=C(C=CC=C1)OC)OCC1=CC=C2CCCN(C2=C1)CCNC ((3R,4R)-4-[4-[3-(2-methoxy-benzyloxy)-propoxy]-phenyl]-3-[1-(2-methylamino-ethyl)-1,2,3,4-tetrahydro-quinolin-7-ylmethoxy]-piperidine-1-carboxylic acid tert-butyl ester). Reaction SMILES: [C:1]([O:5][C:6]([N:8]1[CH2:13][CH2:12][C@H:11]([C:14]2[CH:19]=[CH:18][C:17]([O:20][CH2:21][CH2:22][CH2:23][O:24][CH2:25][C:26]3[CH:31]=[CH:30][CH:29]=[CH:28][C:27]=3[O:32][CH3:33])=[CH:16][CH:15]=2)[C@@H:10]([O:34][CH2:35][C:36]2[CH:45]=[C:44]3[C:39]([CH2:40][CH2:41][CH2:42][N:43]3[CH2:46][CH2:47]OS(C)(=O)=O)=[CH:38][CH:37]=2)[CH2:9]1)=[O:7])([CH3:4])([CH3:3])[CH3:2].[CH3:53][NH2:54]>>[C:1]([O:5][C:6]([N:8]1[CH2:13][CH2:12][C@H:11]([C:14]2[CH:15]=[CH:16][C:17]([O:20][CH2:21][CH2:22][CH2:23][O:24][CH2:25][C:26]3[CH:31]=[CH:30][CH:29]=[CH:28][C:27]=3[O:32][CH3:33])=[CH:18][CH:19]=2)[C@@H:10]([O:34][CH2:35][C:36]2[CH:45]=[C:44]3[C:39]([CH2:40][CH2:41][CH2:42][N:43]3[CH2:46][CH2:47][NH:54][CH3:53])=[CH:38][CH:37]=2)[CH2:9]1)=[O:7])([CH3:3])([CH3:4])[CH3:2]. Procedure details: In analogy to the procedure described in example 8(c), the (3R,4R)-3-[1-(2-methanesulfonyloxy-ethyl)-1,2,3,4-tetrahydro-quinolin-7-ylmethoxy]-4-[4-[3-(2-methoxy-benzyloxy)-propoxy]-phenyl]-piperidine-1-carboxylic acid tert-butyl ester was treated with methylamine to yield the (3R,4R)-4-[4-[3-(2-methoxy-benzyloxy)-propoxy]-phenyl]-3-[1-(2-methylamino-ethyl)-1,2,3,4-tetrahydro-quinolin-7-ylmethoxy]-piperidine-1-carboxylic acid tert-butyl ester as a yellow oil; MS: 674 (M+H)+. Reactants: Cc1cc(OCCCN2CCOCC2)ccc1N, O=C[O-], O=[N+]([O-])c1ccc(OCCN2CCOCC2)cc1Cl, [Fe], [NH4+], O, Cc1ccccc1. The product is Nc1ccc(OCCN2CCOCC2)cc1Cl. RXN SMILES: [CH3:1][c:2]1[cH:3][c:4]([O:5][CH2:6][CH2:7][CH2:8][N:9]2[CH2:10][CH2:11][O:12][CH2:13][CH2:14]2)[cH:15][cH:16][c:17]1[NH2:18].[CH:38]([O-:39])=[O:40].[Cl:19][c:20]1[cH:21][c:22]([O:23][CH2:24][CH2:25][N:26]2[CH2:27][CH2:28][O:29][CH2:30][CH2:31]2)[cH:32][cH:33][c:34]1[N+:35]([O-:36])=[O:37].[Fe:42].[NH4+:41].[OH2:43].[c:44]1([CH3:45])[cH:46][cH:47][cH:48][cH:49][cH:50]1>>[Cl:19][c:20]1[cH:21][c:22]([O:23][CH2:24][CH2:25][N:26]2[CH2:27][CH2:28][O:29][CH2:30][CH2:31]2)[cH:32][cH:33][c:34]1[NH2:35]. The reactants are C[O-].[Na+] (NaOMe), COC(=O)C1=C(N(C(C(=C1)Br)=O)CC(CC)CC)CN(S(=O)(=O)C1=CC=C(C=C1)C)CC(=O)OC (5-Bromo-1-(2-ethyl-butyl)-2-{[methoxycarbonylmethyl-(toluene-4-sulfonyl)-amino]-methyl}-6-oxo-1,6-dihydro-pyridine-3-carboxylic acid methyl ester), Cl (HCl). Solvent: [Cl-].[Na+].O (brine), CO (MeOH). Reaction conditions: time 16 hour. Yields the product COC(=O)C=1C(=C2C=C(C(N(C2=CN1)CC(CC)CC)=O)Br)O (3-Bromo-1-(2-ethyl-butyl)-5-hydroxy-2-oxo-1,2-dihydro-[1,7]naphthyridine-6-carboxylic acid methyl ester). Yield: 94.1%. As a reaction SMILES: C[O:2][C:3]([C:5]1[CH:10]=[C:9]([Br:11])[C:8](=[O:12])[N:7]([CH2:13][CH:14]([CH2:17][CH3:18])[CH2:15][CH3:16])[C:6]=1[CH2:19][N:20]([CH2:31][C:32]([O:34][CH3:35])=[O:33])S(C1C=CC(C)=CC=1)(=O)=O)=O.C[O-].[Na+].Cl>CO.[Cl-].[Na+].O>[CH3:35][O:34][C:32]([C:31]1[C:3]([OH:2])=[C:5]2[C:6](=[CH:19][N:20]=1)[N:7]([CH2:13][CH:14]([CH2:17][CH3:18])[CH2:15][CH3:16])[C:8](=[O:12])[C:9]([Br:11])=[CH:10]2)=[O:33] |f:1.2,5.6.7|. Procedure: 5-Bromo-1-(2-ethyl-butyl)-2-{[methoxycarbonylmethyl-(toluene-4-sulfonyl)-amino]-methyl}-6-oxo-1,6-dihydro-pyridine-3-carboxylic acid methyl ester (4.89 g, 8.6 mmol) was dissolved in 170 mL of MeOH and placed in ice bath. NaOMe solution (6 mL, 25.7 mmol, 4.375 M in MeOH) was added and the mixture was stirred for 16 h at r.t. 1 M HCl was added to acidify the mixture, followed by addition of brine, and the resulting suspension was extracted with CH2Cl2. The organic layer was dried over MgSO4 and co... Reagents/catalysts: C(C)(=O)[O-].[Pd+2].C(C)(=O)[O-] (palladium acetate). Reactants: [N+](=[N-])=C (diazomethane), C(C1=CC=CC=C1)OC(=O)N1C[C@H](CC1)C(C(=O)OCC)=C (ethyl 2-(1-benzyloxycarbonyl-3-(R)-pyrrolidinyl)acrylate). The product is C(C1=CC=CC=C1)OC(=O)N1C[C@H](CC1)C1(CC1)C(=O)OCC (Ethyl 1-(1-benzyloxycarbonyl-3-(R)-pyrrolidinyl)cyclopropanecarboxylate). Reported procedure: To a mixture of 852 mg (2.8 mmol) of ethyl 2-(1-benzyloxycarbonyl-3-(R)-pyrrolidinyl)acrylate and 5 mg (0.02 mmol) of palladium acetate was added 100 ml of diethyl ether, followed by dropwise addition of a solution of excess (10 equivalents) diazomethane in diethyl ether while ice cooling. After completion of the dropwise addition, the reaction mixture was stirred at room temperature for 30 minutes. After completion of the reaction, the solvent was evaporated and the resulting residue was applie... As a reaction SMILES: [CH2:1]([O:8][C:9]([N:11]1[CH2:15][CH2:14][C@H:13]([C:16](=[CH2:22])[C:17]([O:19][CH2:20][CH3:21])=[O:18])[CH2:12]1)=[O:10])[C:2]1[CH:7]=[CH:6][CH:5]=[CH:4][CH:3]=1.[N+](=[CH2:25])=[N-]>C(OCC)C.C([O-])(=O)C.[Pd+2].C([O-])(=O)C>[CH2:1]([O:8][C:9]([N:11]1[CH2:15][CH2:14][C@H:13]([C:16]2([C:17]([O:19][CH2:20][CH3:21])=[O:18])[CH2:25][CH2:22]2)[CH2:12]1)=[O:10])[C:2]1[CH:3]=[CH:4][CH:5]=[CH:6][CH:7]=1 |f:3.4.5|. The solvent is C(C)OCC (diethyl ether), C(C)OCC (diethyl ether). Run at time 30 minute. Reactants: Cl (hydrochloric acid), O1CCOCC1 (dioxane), C(C)(C)(C)OC(=O)N1C[C@H](CC1)O ((S)-3-hydroxy-pyrrolidine-1-carboxylic acid tert-butyl ester), C[Si]([N-][Si](C)(C)C)(C)C.[Na+] (sodium hexamethyldisilazide), Cl (hydrogen chloride), C[Si]([N-][Si](C)(C)C)(C)C.[Na+] (sodium hexamethyldisilazide), C1(CC1)CBr (cyclopropylmethyl bromide), C1(CC1)CBr (cyclopropylmethyl bromide), C(O)([O-])=O.[Na+] (sodium hydrogencarbonate). The solvent is CN(C=O)C (dimethylformamide). Run at temperature 0 celsius, time 40 minute. The product is Cl.C1(CC1)CO[C@@H]1CNCC1 ((S)-3-cyclopropylmethoxy-pyrrolidine hydrochloride). Reaction SMILES: C(OC([N:8]1[CH2:12][CH2:11][C@H:10]([OH:13])[CH2:9]1)=O)(C)(C)C.C[Si](C)(C)[N-][Si](C)(C)C.[Na+].[CH:24]1([CH2:27]Br)[CH2:26][CH2:25]1.C(=O)([O-])O.[Na+].[ClH:34].O1CCOCC1>CN(C)C=O>[ClH:34].[CH:24]1([CH2:27][O:13][C@H:10]2[CH2:11][CH2:12][NH:8][CH2:9]2)[CH2:26][CH2:25]1 |f:1.2,4.5,9.10|. Procedure: To a solution of (S)-3-hydroxy-pyrrolidine-1-carboxylic acid tert-butyl ester (3.0 g, 16 mmol) in dry dimethylformamide at 0° C. was added sodium hexamethyldisilazide (3.5 g, 19 mmol) and after stirring for 5 min cyclopropylmethyl bromide (2.38 g, 17.6 mmol) was added and the mixture was stirred for 40 min at 0° C., then at room temperature for 3 h. After further addition of 1.5 g sodium hexamethyldisilazide and 1.4 g cyclopropylmethyl bromide the mixture was heated at 100° C. for 1 h. After add... Reactants: CC(C)(C)OC(=O)c1ccc(CCc2ccccc2)cc1Nc1cccc(Cl)c1, O=C(O)C(F)(F)F. Product: O=C(O)c1ccc(CCc2ccccc2)cc1Nc1cccc(Cl)c1. RXN SMILES: [Cl:1][c:2]1[cH:3][c:4]([NH:5][c:6]2[c:7]([C:8](=[O:9])[O:10][C:11]([CH3:12])([CH3:13])[CH3:14])[cH:15][cH:16][c:17]([CH2:19][CH2:20][c:21]3[cH:22][cH:23][cH:24][cH:25][cH:26]3)[cH:18]2)[cH:27][cH:28][cH:29]1.[OH:30][C:31]([C:32]([F:33])([F:34])[F:35])=[O:36]>>[Cl:1][c:2]1[cH:3][c:4]([NH:5][c:6]2[c:7]([C:8](=[O:9])[OH:10])[cH:15][cH:16][c:17]([CH2:19][CH2:20][c:21]3[cH:22][cH:23][cH:24][cH:25][cH:26]3)[cH:18]2)[cH:27][cH:28][cH:29]1. Procedure: A quantity of 0.17 g (0.6 mmole, 1 eq) of 1-(4-chloro-3-trifluoromethyl-phenyl)-piperazine and 0.1 g (0.6 mmole, 1 eq) of 3,4-dimethoxyacetophenone and 2 mL of Ti(OiPr)4 are warmed to 70° C. for 2 hours. The reaction solution is cooled to room temperature and 20 mL of anhydrous methanol is added followed by 1.0 g of NaBH4 and the resulting solution is stirred at room temperature for 2 hours. The reaction is quenched by the addition of 1 N NaOH and extracted with CH2Cl2. The CH2Cl2 extracts are d... Starting materials: ClC1=C(C=C(C=C1)N1CCNCC1)C(F)(F)F (1-(4-chloro-3-trifluoromethyl-phenyl)-piperazine), CC(=O)C1=CC(=C(C=C1)OC)OC (3,4-dimethoxyacetophenone), [BH4-].[Na+] (NaBH4). Reagents/catalysts: CC(C)O[Ti](OC(C)C)(OC(C)C)OC(C)C (Ti(OiPr)4). RXN SMILES: [Cl:1][C:2]1[CH:7]=[CH:6][C:5]([N:8]2[CH2:13][CH2:12][NH:11][CH2:10][CH2:9]2)=[CH:4][C:3]=1[C:14]([F:17])([F:16])[F:15].[CH3:18][C:19]([C:21]1[CH:26]=[CH:25][C:24]([O:27][CH3:28])=[C:23]([O:29][CH3:30])[CH:22]=1)=O.[BH4-].[Na+]>CC(O[Ti](OC(C)C)(OC(C)C)OC(C)C)C.CO>[Cl:1][C:2]1[CH:7]=[CH:6][C:5]([N:8]2[CH2:13][CH2:12][N:11]([CH:19]([C:21]3[CH:26]=[CH:25][C:24]([O:27][CH3:28])=[C:23]([O:29][CH3:30])[CH:22]=3)[CH3:18])[CH2:10][CH2:9]2)=[CH:4][C:3]=1[C:14]([F:15])([F:17])[F:16] |f:2.3|. Product: ClC1=C(C=C(C=C1)N1CCN(CC1)C(C)C1=CC(=C(C=C1)OC)OC)C(F)(F)F (1-[4-chloro-3-(trifluoromethyl)phenyl]-4-[1-(3,4-dimethoxyphenyl)ethyl]piperazine). Solvent: CO (methanol). Conditions: time 2 hour. Starting materials: O=C([O-])[O-], CN(C)C=O, CC1CCNCC1, CCOC(C)=O, CC#CCOc1cc(Cl)ncn1, [K+], [K+]. Product: CC#CCOc1cc(N2CCC(C)CC2)ncn1. Reaction SMILES: [C:18](=[O:19])([O-:20])[O-:21].[CH3:1][N:2]([CH3:3])[CH:4]=[O:5].[CH3:24][CH:25]1[CH2:26][CH2:27][NH:28][CH2:29][CH2:30]1.[CH3:31][CH2:32][O:33][C:34](=[O:35])[CH3:36].[Cl:6][c:7]1[n:8][cH:9][n:10][c:11]([O:13][CH2:14][C:15]#[C:16][CH3:17])[cH:12]1.[K+:22].[K+:23]>>[c:7]1([N:28]2[CH2:27][CH2:26][CH:25]([CH3:24])[CH2:30][CH2:29]2)[n:8][cH:9][n:10][c:11]([O:13][CH2:14][C:15]#[C:16][CH3:17])[cH:12]1.